Task: describe an organic reaction: reactants, conditions, products, and yield. Dataset: the Open Reaction Database (ORD), a public repository of structured organic reaction records The solvent is C1(=CC=CC=C1)C (toluene), C1(=CC=CC=C1)C (toluene), CN(C)C=O (DMF). The yield is 30.6%. RXN SMILES: [CH3:1][N:2]1[C:7]([NH2:8])=[N:6][C:4](=[O:5])[CH2:3]1.[Cl:9][C:10]1[S:11][CH:12]=[C:13]([N:15]=[C:16]=[O:17])[CH:14]=1.O>CN(C=O)C.C1(C)C=CC=CC=1>[Cl:9][C:10]1[S:11][CH:12]=[C:13]([NH:15][C:16]([N:8]=[C:7]2[NH:6][C:4](=[O:5])[CH2:3][N:2]2[CH3:1])=[O:17])[CH:14]=1. Reported procedure: To a stirred suspension of 2.5 g (22.5 mM) of creatinine in 30 ml of anhydrous DMF was added a solution of 2.87 g (18 mM) of 2-chloro-4-thienyl isocyanate in 20 mls toluene. The resulting mixture was heated at 80° C. for 3.5 hrs., cooled, and poured into a mixture of 250 ml of water and 50 ml toluene. The precipitate was collected and recrystallized from ethyl acetate to give 1.5 g of the above urea as a tan solid, m.p. 198°-200° C. The reactants are ClC=1SC=C(C1)N=C=O (2-chloro-4-thienyl isocyanate), O (water), CN1CC(=O)N=C1N (creatinine). Reaction conditions: temperature 80 celsius. Yields the product ClC=1SC=C(C1)NC(=O)N=C1N(CC(N1)=O)C (1-(2-Chloro-4-thienyl)-3-(tetrahydro-1-methyl-4-oxo-1H-imidazol-2-ylidene) urea). Reactants: C(C=C)(=O)OCC (ethyl acrylate), C1(O)=CC=C(O)C=C1 (hydroquinone), C(C)C(CC=CN1CCCCC1)CC (1-(4-Ethyl-1-hexenyl)piperidine). The solvent is C(C)#N (acetonitrile). Run at temperature 100 celsius, time 8 hour. The product is C(C)C(CC1C(C(C1)C(=O)OCC)N1CCCCC1)CC (Ethyl 3-(2-ethylbutyl)-2-piperidin-1-ylcyclobutanecarboxylate). RXN SMILES: [CH2:1]([CH:3]([CH2:13][CH3:14])[CH2:4][CH:5]=[CH:6][N:7]1[CH2:12][CH2:11][CH2:10][CH2:9][CH2:8]1)[CH3:2].[C:15]([O:19][CH2:20][CH3:21])(=[O:18])[CH:16]=[CH2:17].C1(C=CC(O)=CC=1)O>C(#N)C>[CH2:13]([CH:3]([CH2:1][CH3:2])[CH2:4][CH:5]1[CH2:17][CH:16]([C:15]([O:19][CH2:20][CH3:21])=[O:18])[CH:6]1[N:7]1[CH2:12][CH2:11][CH2:10][CH2:9][CH2:8]1)[CH3:14]. Procedure details: 1-(4-Ethyl-1-hexenyl)piperidine (98.1 g) and acetonitrile (70 mL) were mixed. To the mixture were added ethyl acrylate (53.0 mL) and hydroquinone (271 mg). The mixture was stirred at 100° C. overnight. The reaction mixture was concentrated in vacuo to give the title compound (132 g) as a crude product. The reactants are OCC=1N(C(=C(N1)C(C)C)SC1=CC(=CC(=C1)Cl)Cl)CC (2-hydroxymethyl-5-(3,5-dichlorophenylthio)-4-isopropyl-1-ethyl-1H-imidazole), C(N)([O-])=O (carbamate), C(CCCCCCCCCCC)(=O)N=C=O (lauroyl isocyanate). Yields the product C(CCCCCCCCCCC)(=O)NC(OCC=1N(C(=C(N1)C(C)C)SC1=CC(=CC(=C1)Cl)Cl)CC)=O (5-(3,5-Dichlorophenylthio)-1-ethyl-4-isopropyl-1H-imidazol-2-ylmethyl lauroylcarbamate). Yield: 71.0%. As a reaction SMILES: [OH:1][CH2:2][C:3]1[N:4]([CH2:20][CH3:21])[C:5]([S:11][C:12]2[CH:17]=[C:16]([Cl:18])[CH:15]=[C:14]([Cl:19])[CH:13]=2)=[C:6]([CH:8]([CH3:10])[CH3:9])[N:7]=1.C(=O)([O-])N.[C:26]([N:39]=[C:40]=[O:41])(=[O:38])[CH2:27][CH2:28][CH2:29][CH2:30][CH2:31][CH2:32][CH2:33][CH2:34][CH2:35][CH2:36][CH3:37]>>[C:26]([NH:39][C:40](=[O:41])[O:1][CH2:2][C:3]1[N:4]([CH2:20][CH3:21])[C:5]([S:11][C:12]2[CH:17]=[C:16]([Cl:18])[CH:15]=[C:14]([Cl:19])[CH:13]=2)=[C:6]([CH:8]([CH3:9])[CH3:10])[N:7]=1)(=[O:38])[CH2:27][CH2:28][CH2:29][CH2:30][CH2:31][CH2:32][CH2:33][CH2:34][CH2:35][CH2:36][CH3:37]. Procedure: The compound 19 (345 mg, 1.00 mmol) was converted to the carbamate with lauroyl isocyanate (5 eq.) in the same manner as the example 66 to give the compound 84 (430 mg, 71%) as crystals. Mp. 100-102° C. Rf 0.32 (1:2 EtOAc - hexane). The reactants are [OH-].[Na+] (sodium hydroxide), [OH-].[Na+] (sodium hydroxide), FC1=C(C(=CC=C1)C(F)(F)F)CC#N (2-fluoro-6-trifluoromethyl-phenyl-acetonitrile), OO (hydrogen peroxide). Run in CO (methanol), O (water). Run at temperature 40 celsius. The product is FC1=C(C(=CC=C1)C(F)(F)F)CC(=O)N (2-Fluoro-6-trifluoromethyl-phenylacetamide). As a reaction SMILES: [F:1][C:2]1[CH:7]=[CH:6][CH:5]=[C:4]([C:8]([F:11])([F:10])[F:9])[C:3]=1[CH2:12][C:13]#[N:14].[OH-:15].[Na+].OO>CO.O>[F:1][C:2]1[CH:7]=[CH:6][CH:5]=[C:4]([C:8]([F:10])([F:11])[F:9])[C:3]=1[CH2:12][C:13]([NH2:14])=[O:15] |f:1.2|. Procedure: 20 g (98.5 mmol) of 2-fluoro-6-trifluoromethyl-phenyl-acetonitrile is dissolved in 150 ml of methanol. It is adjusted to pH 10 with sodium hydroxide solution and heated to 40° C. Then, 15 ml (132.3 mmol) of hydrogen peroxide (30%) is instilled, diluted with 25 ml of water, and the pH is kept between 9-10 by simultaneous addition of sodium hydroxide solution. A solid precipitates with foaming. After completion of the addition, it is stirred for 30 more minutes, allowed to cool off, suctioned off ... Starting materials: C(C)O (ethanol), C(C)(=O)[O-].[Na+] (sodium acetate), OC1=C(C=O)C=CC(=C1)O (2,4-dihydroxybenzaldehyde), O.Cl.N[C@@H](CS)C(=O)O (L-cysteine hydrochloride monohydrate). The solvent is O (water). Conditions: time 14 hour. Product: OC1=C(C=CC(=C1)O)C1SC[C@H](N1)C(=O)O ((2R/S,4R)-2-(2,4-dihydroxyphenyl)thiazolidine-4-carboxylic acid). RXN SMILES: C(O)C.[OH:4][C:5]1[CH:12]=[C:11]([OH:13])[CH:10]=[CH:9][C:6]=1[CH:7]=O.O.Cl.[NH2:16][C@H:17]([C:20]([OH:22])=[O:21])[CH2:18][SH:19].C([O-])(=O)C.[Na+]>O>[OH:4][C:5]1[CH:12]=[C:11]([OH:13])[CH:10]=[CH:9][C:6]=1[CH:7]1[NH:16][C@H:17]([C:20]([OH:22])=[O:21])[CH2:18][S:19]1 |f:2.3.4,5.6|. Procedure: In a mixed solvent including ethanol (10 ml) and water (10 ml), a solution including 2,4-dihydroxybenzaldehyde (943 mg, 6.83 mmol), L-cysteine hydrochloride monohydrate (1.0 g, 5.69 mmol), and sodium acetate (495 mg, 6.03 mmol) was stirred at room temperature for 14 hours. The produced precipitate was filtered, and a filter cake was washed with water, and ethyl acetate to obtain the target product that is a solid white (1.316 g, 95.8%). The reactants are [Al+3], CCOC(C)=O, Cc1ccc(-c2ccccc2C(=O)O)cc1, [H-], [H-], [H-], [H-], [Li+], C1CCOC1, O. The product is Cc1ccc(-c2ccccc2CO)cc1. As a reaction SMILES: [Al+3:2].[CH3:23][CH2:24][O:25][C:26](=[O:27])[CH3:28].[CH3:7][c:8]1[cH:9][cH:10][c:11](-[c:14]2[c:15]([C:20](=[O:21])[OH:22])[cH:16][cH:17][cH:18][cH:19]2)[cH:12][cH:13]1.[H-:1].[H-:4].[H-:5].[H-:6].[Li+:3].[O:30]1[CH2:31][CH2:32][CH2:33][CH2:34]1.[OH2:29]>>[CH3:7][c:8]1[cH:9][cH:10][c:11](-[c:14]2[c:15]([CH2:20][OH:21])[cH:16][cH:17][cH:18][cH:19]2)[cH:12][cH:13]1. Reactants: [H-].[Na+] (sodium hydride), SC1=CC=CC=2N1C=CN2 (5-mercaptoimidazo[1,2-a]pyridine), ClCCCCN1C(N2C(S(CCC2)(=O)=O)=C(C1=O)C(C)C)=O (7-(4-chlorobutyl)-9-isopropyl-1,1-dioxo-3,4-dihydro-2H,6H-pyrimido[6,1-b][1,3]thiazine-6,8(7H)-dione), [I-].[Na+] (sodium iodide). Solvent: CN(C=O)C (N,N-dimethylformamide), O (water). Run at time 30 minute. Yields the product N=1C=CN2C1C=CC=C2SCCCCN2C(N1C(S(CCC1)(=O)=O)=C(C2=O)C(C)C)=O (7-[4-(imidazo[1,2-a]pyridin-5-ylthio)-butyl]-9-isopropyl-1,1-dioxo-3,4-dihydro-2H,6H-pyrimido[6,1-b][1,3]thiazine-6,8(7H)-dione). Reaction SMILES: [H-].[Na+].[SH:3][C:4]1[N:9]2[CH:10]=[CH:11][N:12]=[C:8]2[CH:7]=[CH:6][CH:5]=1.Cl[CH2:14][CH2:15][CH2:16][CH2:17][N:18]1[C:29](=[O:30])[C:28]([CH:31]([CH3:33])[CH3:32])=[C:21]2[S:22](=[O:27])(=[O:26])[CH2:23][CH2:24][CH2:25][N:20]2[C:19]1=[O:34].[I-].[Na+]>CN(C)C=O.O>[N:12]1[CH:11]=[CH:10][N:9]2[C:4]([S:3][CH2:14][CH2:15][CH2:16][CH2:17][N:18]3[C:29](=[O:30])[C:28]([CH:31]([CH3:33])[CH3:32])=[C:21]4[S:22](=[O:27])(=[O:26])[CH2:23][CH2:24][CH2:25][N:20]4[C:19]3=[O:34])=[CH:5][CH:6]=[CH:7][C:8]=12 |f:0.1,4.5|. Procedure details: To a suspension of 0.152 g (3.8 mmol) of 60% oily sodium hydride in 20 ml of N,N-dimethylformamide, 0.57 g (3.8 mmol) of 5-mercaptoimidazo[1,2-a]pyridine was added at room temperature, followed by stirring for 30 minutes. To this mixture, 1.22 g (3.5 mmol) of 7-(4-chlorobutyl)-9-isopropyl-1,1-dioxo-3,4-dihydro-2H,6H-pyrimido[6,1-b][1,3]thiazine-6,8(7H)-dione and 0.57 g (3.8 mmol) of sodium iodide were added, followed by stirring at 100° C. for 3 hours. After cooling, the reaction mixture was pou...